This data is from the Open Reaction Database (ORD), a public repository of structured organic reaction records. The task is: describe an organic reaction: reactants, conditions, products, and yield Reactants: FC(C)O (fluoroethanol), [H-].[Na+] (sodium hydride), CN(C=O)C (dimethylformamide), Cl (hydrochloric acid), ClC1=C(C(=NC(=N1)C1=NC=CC=N1)NS(=O)(=O)C=CC1=CC=CC=C1)OC1=C(C=CC=C1)OC (N-[6-chloro-5-(2-methoxyphenoxy)-2-(2-pyrimidinyl)-4-pyrimidinyl]-2-phenylethenesulfonamide). Conditions: time 30 minute. Yields the product FCCOC1=C(C(=NC(=N1)C1=NC=CC=N1)NS(=O)(=O)C=CC1=CC=CC=C1)OC1=C(C=CC=C1)OC (N-[6-(2-fluoroethoxy)-5-(2-methoxyphenoxy)-2-(2-pyrimidinyl)-4-pyrimidinyl]-2-phenylethenesulfonamide). Reaction SMILES: [F:1][CH:2](O)C.[H-].[Na+].Cl[C:8]1[N:13]=[C:12]([C:14]2[N:19]=[CH:18][CH:17]=[CH:16][N:15]=2)[N:11]=[C:10]([NH:20][S:21]([CH:24]=[CH:25][C:26]2[CH:31]=[CH:30][CH:29]=[CH:28][CH:27]=2)(=[O:23])=[O:22])[C:9]=1[O:32][C:33]1[CH:38]=[CH:37][CH:36]=[CH:35][C:34]=1[O:39][CH3:40].Cl.CN(C)[CH:44]=[O:45]>>[F:1][CH2:2][CH2:44][O:45][C:8]1[N:13]=[C:12]([C:14]2[N:19]=[CH:18][CH:17]=[CH:16][N:15]=2)[N:11]=[C:10]([NH:20][S:21]([CH:24]=[CH:25][C:26]2[CH:31]=[CH:30][CH:29]=[CH:28][CH:27]=2)(=[O:23])=[O:22])[C:9]=1[O:32][C:33]1[CH:38]=[CH:37][CH:36]=[CH:35][C:34]=1[O:39][CH3:40] |f:1.2|. Procedure details: To a solution of 258 mg of fluoroethanol in 20 ml of dimethylformamide was added 194 mg of sodium hydride (60%) with ice cooling followed by stirring for 30 minutes. To this reaction solution was added 400 mg of N-[6-chloro-5-(2-methoxyphenoxy)-2-(2-pyrimidinyl)-4-pyrimidinyl]-2-phenylethenesulfonamide with stirring under ice cooling followed by stirring for 30 minutes. The reaction mixture was stirred at room temperature for two hours and poured into a mixture of 1N hydrochloric acid and ice. T... The reactants are COc1cccc(-n2cnc3cc(Br)cnc32)c1, Br, CC(=O)O, [Na+], [OH-], c1ccc2[nH]cnc2c1. Product: Oc1cccc(-n2cnc3cc(Br)cnc32)c1. RXN SMILES: [Br:1][c:2]1[cH:3][c:4]2[c:5]([n:6][cH:7]1)[n:8](-[c:11]1[cH:12][c:13]([O:17][CH3:18])[cH:14][cH:15][cH:16]1)[cH:9][n:10]2.[BrH:28].[CH3:29][C:30](=[O:31])[OH:32].[Na+:34].[OH-:33].[n:19]1[c:20]2[cH:21][cH:22][cH:23][cH:24][c:25]2[nH:26][cH:27]1>>[Br:1][c:2]1[cH:3][c:4]2[c:5]([n:6][cH:7]1)[n:8](-[c:11]1[cH:12][c:13]([OH:17])[cH:14][cH:15][cH:16]1)[cH:9][n:10]2. The reactants are CCN(C(C)C)C(C)C, ClCCBr, O, c1cc(N2CCNCC2)c2cc[nH]c2c1. Product: ClCCN1CCN(c2cccc3[nH]ccc23)CC1. RXN SMILES: [CH:20]([N:21]([CH2:22][CH3:23])[CH:24]([CH3:25])[CH3:26])([CH3:27])[CH3:28].[Cl:1][CH2:2][CH2:3][Br:4].[OH2:29].[nH:5]1[cH:6][cH:7][c:8]2[c:9]([N:14]3[CH2:15][CH2:16][NH:17][CH2:18][CH2:19]3)[cH:10][cH:11][cH:12][c:13]12>>[Cl:1][CH2:2][CH2:3][N:17]1[CH2:16][CH2:15][N:14]([c:9]2[c:8]3[cH:7][cH:6][nH:5][c:13]3[cH:12][cH:11][cH:10]2)[CH2:19][CH2:18]1. Starting materials: C(C)OC(=O)CN1C(SCC1=O)=NN=C(C)C (3-ethoxycarbonylmethyl-2-isopropylidenehydrazonothiazolidin-4-one), Cl (hydrochloric acid), C(O)([O-])=O.[Na+] (sodium hydrogencarbonate). Solvent: C(Cl)(Cl)Cl (chloroform). Product: C(C)OC(=O)CN1C(SCC1=O)=NN (3-ethoxycarbonylmethyl-2-hydrazonothiazolidin-4-one). Isolated yield 51.5%. Reaction SMILES: [CH2:1]([O:3][C:4]([CH2:6][N:7]1[C:11](=[O:12])[CH2:10][S:9][C:8]1=[N:13][N:14]=C(C)C)=[O:5])[CH3:2].Cl.C(=O)([O-])O.[Na+]>C(Cl)(Cl)Cl>[CH2:1]([O:3][C:4]([CH2:6][N:7]1[C:11](=[O:12])[CH2:10][S:9][C:8]1=[N:13][NH2:14])=[O:5])[CH3:2] |f:2.3|. Procedure details: To 2.0 g of 3-ethoxycarbonylmethyl-2-isopropylidenehydrazonothiazilidin-4-one obtained in step (1) of Example 9 was added 30 ml of 0.5N hydrochloric acid, and the mixture was subjected to steam distillation for 15 minutes. The reaction mixture obtained was cooled, the resulting precipitates were distilled off, and the filtrate was concentrated under reduced pressure. To the residue formed were added a saturated sodium hydrogencarbonate solution and chloroform to distribute the residue between th...